This data is from the Open Reaction Database (ORD), a public repository of structured organic reaction records. The task is: describe an organic reaction: reactants, conditions, products, and yield The reactants are FC(C(=O)O)(F)F.FC1=CC=C(C=C1)C1=C(NC2=NC=CN=C21)C2=CC(=NC=C2)NCCCO (7-(4-Fluorophenyl)-6-[2-(3-hydroxypropylamino)pyridin-4-yl]-5H-pyrrolo-[2,3-b]pyrazine trifluoroacetate salt), Cl.C(C)OCC (HCl diethyl ether), solution. The product is Cl.FC1=CC=C(C=C1)C1=C(NC2=NC=CN=C21)C2=CC(=NC=C2)NCCCO (7-(4-Fluorophenyl)-6-[2-(3-hydroxypropylamino)pyridin-4-yl]-5H-pyrrolo[2,3-b]pyrazine hydrochloride salt). Reaction SMILES: FC(F)(F)C(O)=O.[F:8][C:9]1[CH:14]=[CH:13][C:12]([C:15]2[C:23]3[C:18](=[N:19][CH:20]=[CH:21][N:22]=3)[NH:17][C:16]=2[C:24]2[CH:29]=[CH:28][N:27]=[C:26]([NH:30][CH2:31][CH2:32][CH2:33][OH:34])[CH:25]=2)=[CH:11][CH:10]=1.[ClH:35].C(OCC)C>>[ClH:35].[F:8][C:9]1[CH:14]=[CH:13][C:12]([C:15]2[C:23]3[C:18](=[N:19][CH:20]=[CH:21][N:22]=3)[NH:17][C:16]=2[C:24]2[CH:29]=[CH:28][N:27]=[C:26]([NH:30][CH2:31][CH2:32][CH2:33][OH:34])[CH:25]=2)=[CH:11][CH:10]=1 |f:0.1,2.3,4.5|. Procedure: 7-(4-Fluorophenyl)-6-[2-(3-hydroxypropylamino)pyridin-4-yl]-5H-pyrrolo-[2,3-b]pyrazine trifluoroacetate salt (0.018 g, 0.05 mmol) was treated with HCl/diethyl ether (1.0 ml of a 1.0 M solution) to give a solid. The ethereal layer was decanted off and the resulting solid was washed twice with ether. Excess ether was carefully blown off with nitrogen gas and the resulting yellow solid was dried in vacuo to 7-(4-fluorophenyl)-6-[2-(3-hydroxypropylamino)pyridin-4-yl]-5H-pyrrolo[2,3-b]pyrazine hydroc... The reactants are [Na] (Sodium), OC1(C(=C(C(N1)=S)C#N)C1=CC=CC=C1)C1=CC=CC=C1 (5-hydroxy-4,5-diphenyl-2-thioxo-3-pyrroline-3-carbonitrile). The solvent is C(C)O (ethanol). Run at time 30 minute. The product is C1(=CC=CC=C1)C1(C(=C(NC1=O)SC(CC)C)C#N)C1=CC=CC=C1 (4,4-Diphenyl-2-(1-methylpropylthio)-5-oxo-2-pyrroline-3-carbonitrile). RXN SMILES: [Na].[OH:2][C:3]1(C2C=CC=CC=2)[NH:7][C:6](=[S:8])[C:5]([C:9]#[N:10])=[C:4]1[C:11]1[CH:16]=[CH:15][CH:14]=[CH:13][CH:12]=1>C(O)C>[C:11]1([C:4]2([C:11]3[CH:12]=[CH:13][CH:14]=[CH:15][CH:16]=3)[C:3](=[O:2])[NH:7][C:6]([S:8][CH:4]([CH3:3])[CH2:5][CH3:6])=[C:5]2[C:9]#[N:10])[CH:16]=[CH:15][CH:14]=[CH:13][CH:12]=1 |^1:0|. Procedure details: 0.8 g. Sodium is dissolved in 150 ml. absolute ethanol, 10.0 g. 5-hydroxy-4,5-diphenyl-2-thioxo-3-pyrroline-3-carbonitrile are added thereto and the reaction mixture is boiled for 30 minutes. The solvent is thereafter removed on a rotary evaporator and the residue is taken up in 100 ml. dimethylformamide. 5.1 g. sec.-Butyl bromide are added thereto, the reaction mixture is stirred for 24 hours at ambient temperature, a further 3.0 g. of the alkylating agent are again added thereto and stirring i...